From a dataset of the Open Reaction Database (ORD), a public repository of structured organic reaction records. describe an organic reaction: reactants, conditions, products, and yield The reactants are COC(CC(C)=O)=O (3-oxo-butyric acid methyl ester), R3—(CH2)m—NH2, [C@H](C)(CC)N ((S)-sec-butylamine), BrCC(=O)C1=C(C=CC(=C1)F)OC (2-bromo-1-(5-fluoro-2-methoxy-phenyl)-ethanone), C(CC1=CC=CC=C1)N (phenethylamine). The product is [C@H](C)(CC)NC(=O)C1=C(N(C(=C1)C1=C(C=CC(=C1)F)OC)CCC1=CC=CC=C1)C ((S)-5-(5-Fluoro-2-methoxy-phenyl)-2-methyl-1-phenethyl-1H-pyrrole-3-carboxylic acid sec-butylamide). As a reaction SMILES: C[O:2][C:3](=O)[CH2:4][C:5](=O)[CH3:6].Br[CH2:10][C:11]([C:13]1[CH:18]=[C:17]([F:19])[CH:16]=[CH:15][C:14]=1[O:20][CH3:21])=O.[CH2:22]([NH2:30])[CH2:23][C:24]1[CH:29]=[CH:28][CH:27]=[CH:26][CH:25]=1.[C@@H:31]([NH2:35])([CH2:33][CH3:34])[CH3:32]>>[C@@H:31]([NH:35][C:3]([C:4]1[CH:10]=[C:11]([C:13]2[CH:18]=[C:17]([F:19])[CH:16]=[CH:15][C:14]=2[O:20][CH3:21])[N:30]([CH2:22][CH2:23][C:24]2[CH:29]=[CH:28][CH:27]=[CH:26][CH:25]=2)[C:5]=1[CH3:6])=[O:2])([CH2:33][CH3:34])[CH3:32]. Procedure details: The title compound was synthesized in analogy to Example 68, using 3-oxo-butyric acid methyl ester as compound of formula R, 2-bromo-1-(5-fluoro-2-methoxy-phenyl)-ethanone as compound of formula S, phenethylamine as R3—(CH2)m—NH2 and (S)-sec-butylamine as R1R2NH, MS (ISP) 409.4 (M+H)+. Reactants: C(C1=CC=CC=C1)N1N=C(N=N1)C(C(=O)OCC)C1CCCC1 (2-Benzyl-α-cyclopentyl-2H-tetrazole-5-acetic Acid, Ethyl Ester), Cl (HCl), [NH4+].[Cl-] (NH4Cl), [H-].C(C(C)C)[Al+]CC(C)C (diisobutylaluminium hydride). Solvent: C(Cl)Cl (CH2Cl2). Run at temperature -78 celsius, time 5 hour. Product: C(C1=CC=CC=C1)N1N=C(N=N1)C(C=O)C1CCCC1 (2-Benzyl-α-cyclopentyl-2H-tetrazole-5-acetaldehyde). Isolated yield 32.8%. RXN SMILES: [CH2:1]([N:8]1[N:12]=[N:11][C:10]([CH:13]([CH:19]2[CH2:23][CH2:22][CH2:21][CH2:20]2)[C:14](OCC)=[O:15])=[N:9]1)[C:2]1[CH:7]=[CH:6][CH:5]=[CH:4][CH:3]=1.[H-].C([Al+]CC(C)C)C(C)C.Cl.[NH4+].[Cl-]>C(Cl)Cl>[CH2:1]([N:8]1[N:12]=[N:11][C:10]([CH:13]([CH:19]2[CH2:23][CH2:22][CH2:21][CH2:20]2)[CH:14]=[O:15])=[N:9]1)[C:2]1[CH:3]=[CH:4][CH:5]=[CH:6][CH:7]=1 |f:1.2,4.5|. Procedure details: To a stirred mixture of 2-benzyl-α-cyclopentyl-2H-tetrazole-5-acetic acid, ethyl ester (2.92 g, 9.72 mmol, step 2 of Example 14) in CH2Cl2 (50 mL) at −78° C. was added diisobutylaluminium hydride (1.0 M in toluene, 22.5 mL, 22.5 mmol). The resulting mixture was stirred at −78° C. for 5 h. To the mixture were added 2 M aqueous HCl (50 mL) and saturated aqueous NH4Cl (10 mL). The organic layer was separated, dried over magnesium sulfate, and concentrated under reduced pressure. The resulting resid... Starting materials: Cl (HCl), CN(CCCN(C)C)C (N,N,N′,N′-Tetramethyl-1,3-propanediamine), NC1=NC(=C(C(=N1)O)CC1=CC=C(C=C1)CC#N)C (2-(4-((2-Amino-4-hydroxy-6-methylpyrimidin-5-yl)methyl)phenyl)acetonitrile), CC1=C(C(=CC(=C1)C)C)S(=O)(=O)Cl (2,4,6-trimethylbenzenesulfonyl chloride). The solvent is O (water), C1CCOC1 (THF), C(C)#N (acetonitrile). Reaction conditions: temperature 45 celsius, time 30 minute. Yields the product NC1=NC(=C(C(=N1)OS(=O)(=O)C1=C(C=C(C=C1C)C)C)CC1=CC=C(C=C1)CC#N)C (2-(4-((2-Amino-4-((2,4,6-trimethylbenzenesulfonyl)oxy)-6-methylpyrimidin-5-yl)methyl)phenyl)acetonitrile). Reaction SMILES: CN(C)CCCN(C)C.[NH2:10][C:11]1[N:16]=[C:15]([OH:17])[C:14]([CH2:18][C:19]2[CH:24]=[CH:23][C:22]([CH2:25][C:26]#[N:27])=[CH:21][CH:20]=2)=[C:13]([CH3:28])[N:12]=1.[CH3:29][C:30]1[CH:35]=[C:34]([CH3:36])[CH:33]=[C:32]([CH3:37])[C:31]=1[S:38](Cl)(=[O:40])=[O:39].Cl>C1COCC1.O.C(#N)C>[NH2:10][C:11]1[N:16]=[C:15]([O:17][S:38]([C:31]2[C:32]([CH3:37])=[CH:33][C:34]([CH3:36])=[CH:35][C:30]=2[CH3:29])(=[O:40])=[O:39])[C:14]([CH2:18][C:19]2[CH:24]=[CH:23][C:22]([CH2:25][C:26]#[N:27])=[CH:21][CH:20]=2)=[C:13]([CH3:28])[N:12]=1. Procedure: N,N,N′,N′-Tetramethyl-1,3-propanediamine (56.7 g) was added dropwise to a suspension of the product from step (ii) (85.0 g) and 2,4,6-trimethylbenzenesulfonyl chloride (87.8 g) in THF (452.9 g), and the mixture was heated at 45° C. for 7 hours. 2.5% HCl in water (1291 g) was added to the mixture, and the mixture was stirred at 5° C. for 30 minutes. The resulting precipitate was collected by filtration, washed with acetonitrile (2×68.0 g), and dried to give the crude subtitle compound as a solid.... The reactants are CS(C)=O, CC(C)(CO)C1CCCCC1, O=C(Cl)C(=O)Cl. Yields the product CC(C)(C=O)C1CCCCC1. As a reaction SMILES: [CH3:18][S:19]([CH3:20])=[O:21].[CH:1]1([C:7]([CH2:8][OH:9])([CH3:10])[CH3:11])[CH2:2][CH2:3][CH2:4][CH2:5][CH2:6]1.[Cl:12][C:13]([C:14]([Cl:15])=[O:16])=[O:17]>>[CH:1]1([C:7]([CH:8]=[O:9])([CH3:10])[CH3:11])[CH2:2][CH2:3][CH2:4][CH2:5][CH2:6]1.